From a dataset of the Open Reaction Database (ORD), a public repository of structured organic reaction records. describe an organic reaction: reactants, conditions, products, and yield Reactants: N#Cc1cc2c(cc1C(F)(F)F)[nH]c(=O)c(=O)n2OCc1ccccc1, Cc1ccccc1, CN(C)C=O, O=C(Cl)Cl, O. Product: N#Cc1cc2c(cc1C(F)(F)F)nc(Cl)c(=O)n2OCc1ccccc1. RXN SMILES: [CH2:1]([c:2]1[cH:3][cH:4][cH:5][cH:6][cH:7]1)[O:8][n:9]1[c:10](=[O:26])[c:11](=[O:25])[nH:12][c:13]2[cH:14][c:15]([C:21]([F:22])([F:23])[F:24])[c:16]([C:19]#[N:20])[cH:17][c:18]12.[CH3:31][c:32]1[cH:33][cH:34][cH:35][cH:36][cH:37]1.[CH3:39][N:40]([CH3:41])[CH:42]=[O:43].[Cl:27][C:28](=[O:29])[Cl:30].[OH2:38]>>[CH2:1]([c:2]1[cH:3][cH:4][cH:5][cH:6][cH:7]1)[O:8][n:9]1[c:10](=[O:26])[c:11]([Cl:27])[n:12][c:13]2[cH:14][c:15]([C:21]([F:22])([F:23])[F:24])[c:16]([C:19]#[N:20])[cH:17][c:18]12. Starting materials: BrB(Br)Br, COCC(C)Oc1cc(Oc2ccc(S(C)(=O)=O)cc2)cc(-c2ccc(C(=O)NCCCl)[nH]2)c1, ClCCl, ClCCl, [Na+], O=C([O-])O. Yields the product CC(CO)Oc1cc(Oc2ccc(S(C)(=O)=O)cc2)cc(-c2ccc(C(=O)NCCCl)[nH]2)c1. Reaction SMILES: [B:38]([Br:39])([Br:40])[Br:41].[Cl:1][CH2:2][CH2:3][NH:4][C:5](=[O:6])[c:7]1[nH:8][c:9](-[c:12]2[cH:13][c:14]([O:29][CH:30]([CH2:31][O:32][CH3:33])[CH3:34])[cH:15][c:16]([O:18][c:19]3[cH:20][cH:21][c:22]([S:25](=[O:26])(=[O:27])[CH3:28])[cH:23][cH:24]3)[cH:17]2)[cH:10][cH:11]1.[Cl:35][CH2:36][Cl:37].[Cl:47][CH2:48][Cl:49].[Na+:42].[OH:43][C:44](=[O:45])[O-:46]>>[Cl:1][CH2:2][CH2:3][NH:4][C:5](=[O:6])[c:7]1[nH:8][c:9](-[c:12]2[cH:13][c:14]([O:29][CH:30]([CH2:31][OH:32])[CH3:34])[cH:15][c:16]([O:18][c:19]3[cH:20][cH:21][c:22]([S:25](=[O:26])(=[O:27])[CH3:28])[cH:23][cH:24]3)[cH:17]2)[cH:10][cH:11]1.